This data is from the Open Reaction Database (ORD), a public repository of structured organic reaction records. The task is: describe an organic reaction: reactants, conditions, products, and yield Starting materials: O=C([O-])[O-], CCOC(=O)c1oc2cccc(O)c2c1C, CC#N, OCCI, [K+], [K+]. The product is CCOC(=O)c1oc2cccc(OCCO)c2c1C. As a reaction SMILES: [C:17](=[O:18])([O-:19])[O-:20].[CH2:1]([CH3:2])[O:3][C:4](=[O:5])[c:6]1[o:7][c:8]2[c:9]([c:10]1[CH3:11])[c:12]([OH:16])[cH:13][cH:14][cH:15]2.[CH3:27][C:28]#[N:29].[I:23][CH2:24][CH2:25][OH:26].[K+:21].[K+:22]>>[CH2:1]([CH3:2])[O:3][C:4](=[O:5])[c:6]1[o:7][c:8]2[c:9]([c:10]1[CH3:11])[c:12]([O:16][CH2:24][CH2:25][OH:26])[cH:13][cH:14][cH:15]2. Starting materials: OC=1C=C2CCC(NC2=CC1)=O (6-hydroxy-3,4-dihydro-1H-quinolin-2-one), C(=O)([O-])[O-].[K+].[K+] (K2CO3), C1=CC=C(C=C1)CBr (BnBr). The solvent is CN(C)C=O (DMF). Conditions: time 4 hour. The product is C(C1=CC=CC=C1)OC=1C=C2CCC(NC2=CC1)=O (6-Benzyloxy-3,4-dihydro-1H-quinolin-2-one). The yield is 97.0%. RXN SMILES: [OH:1][C:2]1[CH:3]=[C:4]2[C:9](=[CH:10][CH:11]=1)[NH:8][C:7](=[O:12])[CH2:6][CH2:5]2.C([O-])([O-])=O.[K+].[K+].[CH:19]1[CH:24]=[CH:23][C:22]([CH2:25]Br)=[CH:21][CH:20]=1>CN(C=O)C>[CH2:25]([O:1][C:2]1[CH:3]=[C:4]2[C:9](=[CH:10][CH:11]=1)[NH:8][C:7](=[O:12])[CH2:6][CH2:5]2)[C:22]1[CH:23]=[CH:24][CH:19]=[CH:20][CH:21]=1 |f:1.2.3|. Reported procedure: A solution of 6-hydroxy-3,4-dihydro-1H-quinolin-2-one (2.93 g, 17.9 mmol) in DMF (20 mL) is treated with K2CO3 (4.97 g) and BnBr (4.61 g, 26.9 mmol). The suspension is stirred at room temperature for 4 hours and quenched with water (100 mL). The mixture is extracted with EtOAc (50 mL×2) and the combined organics are dried (Na2SO4), concentrated, and purified on silica gel chromatography column with 30-60% EtOAc/Hexanes to yield the title compound (4.40 g, 97%). The reactants are C(CC(O)(C(=O)O)CC(=O)O)(=O)O (citric acid), C(C)O (Ethanol), COC(=O)C1=C(C=CC=C1)COC1CCN2C3=C(C=CC=C13)N=C2CCC2=CC=CC=C2 (5,6-dihydro-6-(2-methoxycarbonylphenyl)methoxy-2-(2-phenylethyl)-4H-imidazo[4,5,1-ij]quinoline), [OH-].[K+] (potassium hydroxide). Solvent: O (water), O (water). The product is C(=O)(O)C1=C(C=CC=C1)COC1CCN2C3=C(C=CC=C13)N=C2CCC2=CC=CC=C2 (6-(2-carboxyphenyl)methoxy-5,6-dihydro-2-(2-phenylethyl)-4H-imidazo[4,5,1-ij]quinoline). The yield is 61.7%. As a reaction SMILES: C(O)C.C[O:5][C:6]([C:8]1[CH:13]=[CH:12][CH:11]=[CH:10][C:9]=1[CH2:14][O:15][CH:16]1[C:25]2[C:20]3=[C:21]([N:26]=[C:27]([CH2:28][CH2:29][C:30]4[CH:35]=[CH:34][CH:33]=[CH:32][CH:31]=4)[N:19]3[CH2:18][CH2:17]1)[CH:22]=[CH:23][CH:24]=2)=[O:7].[OH-].[K+].C(O)(=O)CC(CC(O)=O)(C(O)=O)O>O>[C:6]([C:8]1[CH:13]=[CH:12][CH:11]=[CH:10][C:9]=1[CH2:14][O:15][CH:16]1[C:25]2[C:20]3=[C:21]([N:26]=[C:27]([CH2:28][CH2:29][C:30]4[CH:35]=[CH:34][CH:33]=[CH:32][CH:31]=4)[N:19]3[CH2:18][CH2:17]1)[CH:22]=[CH:23][CH:24]=2)([OH:7])=[O:5] |f:2.3|. Reported procedure: Ethanol (4 mL) was added to 0.62 g of the 5,6-dihydro-6-(2-methoxycarbonylphenyl)methoxy-2-(2-phenylethyl)-4H-imidazo[4,5,1-ij]quinoline obtained in Example 19; to the solution, another solution having potassium hydroxide (0.19 g) dissolved in water (0.4 mL) was added and the mixture was heated under reflux for 1 hr. After standing to cool, the reaction solution was poured into water and its pH was adjusted to 4-5 using 10% aqueous citric acid; after extraction with ethyl acetate, the organic la...